Dataset: the Open Reaction Database (ORD), a public repository of structured organic reaction records. Task: describe an organic reaction: reactants, conditions, products, and yield Starting materials: ClC1=C2C(=NC=C1C(=O)OCC)N(N=C2)CC (ethyl 4-chloro-1-ethyl-1H-pyrazolo[3,4-b]pyridine-5-carboxylate), C1(CC1)N (cyclopropyl amine). Solvent: C(C)#N (acetonitrile). Conditions: temperature 110 celsius, time 2 hour. The product is C(C)OC(=O)C=1C(=C2C(=NC1)N(N=C2)CC)NC2CC2 (ethyl-4-cyclopropylamino-1-ethyl-1H-pyrazolo[3,4-b]pyridine-5-carboxylate). As a reaction SMILES: Cl[C:2]1[C:7]([C:8]([O:10][CH2:11][CH3:12])=[O:9])=[CH:6][N:5]=[C:4]2[N:13]([CH2:16][CH3:17])[N:14]=[CH:15][C:3]=12.[CH:18]1([NH2:21])[CH2:20][CH2:19]1>C(#N)C>[CH2:11]([O:10][C:8]([C:7]1[C:2]([NH:21][CH:18]2[CH2:20][CH2:19]2)=[C:3]2[CH:15]=[N:14][N:13]([CH2:16][CH3:17])[C:4]2=[N:5][CH:6]=1)=[O:9])[CH3:12]. Reported procedure: To a mixture of ethyl 4-chloro-1-ethyl-1H-pyrazolo[3,4-b]pyridine-5-carboxylate (950 mg, 0.0037 mole) in acetonitrile, cyclopropyl amine (0.525 ml, 0.0074 mole) was added. After stirring for about 2 hours at 110° C., acetonitrile was removed under reduced pressure. Water was added and the reaction mixture was extracted with ethyl acetate. The organic layer was washed with brine, dried over anhydrous sodium sulfate and concentrated in vacuo to give light yellow solid compound. Yield: 1 g. m/z: (M...